Dataset: the Open Reaction Database (ORD), a public repository of structured organic reaction records. Task: describe an organic reaction: reactants, conditions, products, and yield Starting materials: N1=CC=CC=C1 (pyridine), ClC1=C(C=CC=C1)Cl (orthodichlorobenzene), NC1=C(C=C(C=2C(C3=CC=CC=C3C(C12)=O)=O)Br)C(=O)O (1-amino-4-bromoanthraquinone-2-carboxylic acid), S(=O)(Cl)Cl (thionyl chloride), raw material, acid chloride. The solvent is C1(=CC=CC=C1)C (toluene), ClC1=CC=CC=C1 (chlorobenzene), C=1(C(=CC=CC1)C)C (xylene). Reaction conditions: time 2 hour. Yields the product NC1=C(C=C(C=2C(C3=CC=CC=C3C(C12)=O)=O)Br)C(=O)OC(C)C (isopropyl 1-amino-4-bromoanthraquinone-2-carboxylate). As a reaction SMILES: [NH2:1][C:2]1[C:15]2[C:14](=[O:16])[C:13]3[C:8](=[CH:9][CH:10]=[CH:11][CH:12]=3)[C:7](=[O:17])[C:6]=2[C:5]([Br:18])=[CH:4][C:3]=1[C:19]([OH:21])=[O:20].S(Cl)(Cl)=O.N1C=C[CH:29]=[CH:28][CH:27]=1.ClC1C=CC=CC=1Cl>C1(C)C(C)=CC=CC=1.C1(C)C=CC=CC=1.ClC1C=CC=CC=1>[NH2:1][C:2]1[C:15]2[C:14](=[O:16])[C:13]3[C:8](=[CH:9][CH:10]=[CH:11][CH:12]=3)[C:7](=[O:17])[C:6]=2[C:5]([Br:18])=[CH:4][C:3]=1[C:19]([O:21][CH:28]([CH3:29])[CH3:27])=[O:20]. Procedure: The starting 1-amino-4-bromoanthraquinone-2-carboxylic acid is reacted with 1.5 to 3 molar equivalents of a chlorinating agent such as thionyl chloride at a temperature of 80 to 100° C. for a period of about 1 to 3 hours in the presence of 0.01 to 5 molar equivalents (based on the raw material) of pyridine in 3 to 7-fold weight an amount of an inert solvent such as orthodichlorobenzene, chlorobenzene, toluene or xylene so as to be converted into an acid chloride. After the excess chlorinating ag...